From a dataset of the Open Reaction Database (ORD), a public repository of structured organic reaction records. describe an organic reaction: reactants, conditions, products, and yield Reactants: CC1CCNCC1 (4-methyl-piperidine), C(=O)([O-])[O-].[K+].[K+] (K2CO3), ClC1=C(C(=O)C2=CC=C(C=C2)Cl)C=C(C=C1)[N+](=O)[O-] (2,4'-dichloro-5-nitrobenzophenone). Run in C(C)O (ethanol). Product: CC1CCN(CC1)C1=C(C=C(C=C1)[N+](=O)[O-])C(=O)C1=CC=C(C=C1)Cl ([2-(4-methyl-1-piperidinyl)-5-nitrophenyl]-(4-chlorophenyl)-methanone). The yield is 71.7%. As a reaction SMILES: Cl[C:2]1[CH:16]=[CH:15][C:14]([N+:17]([O-:19])=[O:18])=[CH:13][C:3]=1[C:4]([C:6]1[CH:11]=[CH:10][C:9]([Cl:12])=[CH:8][CH:7]=1)=[O:5].[CH3:20][CH:21]1[CH2:26][CH2:25][NH:24][CH2:23][CH2:22]1.C([O-])([O-])=O.[K+].[K+]>C(O)C>[CH3:20][CH:21]1[CH2:26][CH2:25][N:24]([C:2]2[CH:16]=[CH:15][C:14]([N+:17]([O-:19])=[O:18])=[CH:13][C:3]=2[C:4]([C:6]2[CH:11]=[CH:10][C:9]([Cl:12])=[CH:8][CH:7]=2)=[O:5])[CH2:23][CH2:22]1 |f:2.3.4|. Procedure details: A mixture of 0.07 mole (20.7 g) of 2,4'-dichloro-5-nitrobenzophenone, of 0.1 mole (11.4 ml) of 4-methyl-piperidine and of 10 g of K2CO3 in 100 ml of anhydrous ethanol is heated to reflux for 3 hours. After cooling of the reaction medium, the precipitate obtained is filtered, washed with water, dried then recrystallized from ethanol. 18 g (yield=71.7%) of the expected product are thus obtained. M.p.=136° C. Reactants: [Na+].BrC=1C(=CC(=C(C1)NCC(=O)[O-])[N+](=O)[O-])Cl (N-(5′-bromo-4′-chloro-2′-nitrophenyl)glycine sodium salt), O.O.[Sn](Cl)Cl (tin (II) chloride dihydrate). Solvent: C(C)O (ethanol). Conditions: time 8 hour. The product is BrC=1C=C2NCC(NC2=CC1Cl)=O (6-Bromo-7-chloro-3,4-dihydroquinoxaline-2(1H)-one). Isolated yield 86.0%. As a reaction SMILES: [Na+].[Br:2][C:3]1[C:4]([Cl:17])=[CH:5][C:6]([N+:14]([O-])=O)=[C:7]([NH:9][CH2:10][C:11]([O-])=[O:12])[CH:8]=1.O.O.[Sn](Cl)Cl>C(O)C>[Br:2][C:3]1[CH:8]=[C:7]2[C:6](=[CH:5][C:4]=1[Cl:17])[NH:14][C:11](=[O:12])[CH2:10][NH:9]2 |f:0.1,2.3.4|. Reported procedure: A solution of N-(5′-bromo-4′-chloro-2′-nitrophenyl)glycine sodium salt (0.255 g, 0.824 mmol, as prepared above) and tin (II) chloride dihydrate (0.560 g, 2.48 mmol, Aldrich, used as received) in ethanol (6 mL) was refluxed for 3 h. It was then cooled to room temperature and allowed to stand overnight at room temperature. The white solid was filtered and dried to yield 0.038 g (18%) of the pure (1H NMR) title compound as white flakes; m.p. 230-232° C.; 1H NMR (DMSO-d6): δ 3.732 (s, 2H), 6.371 (s,... Starting materials: Cl (Hydrogen chloride), COC1=C(C=C(C2=CC=CC=C12)OC)C(CC)=O (1-(1,4-Dimethoxy-naphthalen-2-yl)-propan-1-one), Cl (hydrogen chloride), N(=O)OCCCC (Butyl nitrite), N(=O)OCCCC (butyl nitrite). The solvent is C(C)OCC (ethyl ether). Conditions: time 4 hour. The product is COC1=C(C=C(C2=CC=CC=C12)OC)C(C(C)=NO)=O (1-(1,4-Dimethoxy-naphthalen-2-yl)-propane-1,2-dione 2-oxime). Isolated yield 55.9%. As a reaction SMILES: [CH3:1][O:2][C:3]1[C:12]2[C:7](=[CH:8][CH:9]=[CH:10][CH:11]=2)[C:6]([O:13][CH3:14])=[CH:5][C:4]=1[C:15](=[O:18])[CH2:16][CH3:17].Cl.[N:20](OCCCC)=[O:21]>C(OCC)C>[CH3:1][O:2][C:3]1[C:12]2[C:7](=[CH:8][CH:9]=[CH:10][CH:11]=2)[C:6]([O:13][CH3:14])=[CH:5][C:4]=1[C:15](=[O:18])[C:16](=[N:20][OH:21])[CH3:17]. Procedure: The product from Step A (1.28 g, 5.24 mmol) was dissolved in ethyl ether (50 mL), anhydrous hydrogen chloride gas was added through this solution at moderate rate for 5 min. Butyl nitrite (0.68 mL, 5.77 mmol) was then added dropwise. Hydrogen chloride bubbling was continued for an additional 10 min. after addition of butyl nitrite was completed, the reaction mixture was then stirred at room temperature for 4 hr. The volatiles were removed by evaporation under vacuum and the residue was purified ... The reactants are FC1=CC=C(C=C1)C#CC1=NC(=NC=C1)SC (4-[2-(4-fluorophenyl)ethynyl]-2-(methylthio)pyrimidine), product, OC=1ON=[N+]2COC=CC21 (3-hydroxy-7H-[1,2,3]oxadiazolo[3,4-c][1,3]oxazin-8-ium), OC=1ON=[N+]2COC=CC21 (3-hydroxy-7H-[1,2,3]oxadiazolo[3,4-c][1,3]oxazin-8-ium). Run in C1(=CC(=CC(=C1)C)C)C (mesitylene). Conditions: temperature 160 celsius. The product is FC1=CC=C(C=C1)C1=NN2COCCC2=C1C1=NC(=NC=C1)SC (2-(4-fluorophenyl)-4,5-dihydro-3-[2-(methylthio)-4-pyrimidinyl]-7H-pyrazolo[1,5-c][1,3]oxazine). Reaction SMILES: [F:1][C:2]1[CH:7]=[CH:6][C:5]([C:8]#[C:9][C:10]2[CH:15]=[CH:14][N:13]=[C:12]([S:16][CH3:17])[N:11]=2)=[CH:4][CH:3]=1.OC1O[N:21]=[N+:22]2[C:27]=1[CH:26]=[CH:25][O:24][CH2:23]2>C1(C)C=C(C)C=C(C)C=1>[F:1][C:2]1[CH:7]=[CH:6][C:5]([C:8]2[C:9]([C:10]3[CH:15]=[CH:14][N:13]=[C:12]([S:16][CH3:17])[N:11]=3)=[C:27]3[N:22]([CH2:23][O:24][CH2:25][CH2:26]3)[N:21]=2)=[CH:4][CH:3]=1. Reported procedure: A mixture of 4-[2-(4-fluorophenyl)ethynyl]-2-(methylthio)pyrimidine (i.e. the product of Example 1, Step A) (1.26 g, 5.16 mmol) and 3-hydroxy-7H-[1,2,3]oxadiazolo[3,4-c][1,3]oxazin-8-ium inner salt (i.e. the product of Step C) (0.99 g, 6.96 mmol) in mesitylene (20 mL) was heated at 160° C. for 24 h. The reaction mixture was concentrated under reduced pressure, and the residual oil was purified by medium pressure liquid chromatography using 0-100% ethyl acetate in hexanes as eluant to give 290 mg... Starting materials: O=C([O-])[O-], CC(C)(C)OC(=O)NC1(C(=O)O)CCC(=O)CC1, CN(C)C=O, CI, [K+], [K+]. Yields the product COC(=O)C1(NC(=O)OC(C)(C)C)CCC(=O)CC1. As a reaction SMILES: [C:1](=[O:2])([O-:3])[O-:4].[C:9]([CH3:10])([CH3:11])([CH3:12])[O:13][C:14](=[O:15])[NH:16][C:17]1([C:24](=[O:25])[OH:26])[CH2:18][CH2:19][C:20](=[O:23])[CH2:21][CH2:22]1.[CH3:27][N:28]([CH3:29])[CH:30]=[O:31].[CH3:7][I:8].[K+:5].[K+:6]>>[CH3:1][O:26][C:24]([C:17]1([NH:16][C:14]([O:13][C:9]([CH3:10])([CH3:11])[CH3:12])=[O:15])[CH2:18][CH2:19][C:20](=[O:23])[CH2:21][CH2:22]1)=[O:25]. Procedure: 2 g (6.13 mmol) of 2-amino-4-[4-(2-methoxyethoxy)phenyl]-6-sulphanylpyridine-3,5-dicarbonitrile and 2.68 g (12.26 mmol) of 4-(4-(chloromethyl)-1,3-thiazol-2-yl]morpholine are dissolved in dry DMF (50 ml), and 1.83 ml (12.26 mmol) of DBU are added. After 3 hours of stirring at RT, the solvent is removed using a rotary evaporator and the residue is purified by preparative HPLC (column: Kromasil 100 C18 250×20 mm, 10 μm; acetonitrile/water gradient: 3 minutes of 10% acetonitrile which is then, over... Product: NC1=NC(=C(C(=C1C#N)C1=CC=C(C=C1)OCCOC)C#N)SCC=1N=C(SC1)N1CCOCC1 (2-Amino-4-[4-(2-methoxyethoxy)phenyl]-6-({[2-(4-morpholinyl)-1,3-thiazol-4-yl]-methyl}sulphanyl)pyridine-3,5-dicarbonitrile). The reactants are NC1=NC(=C(C(=C1C#N)C1=CC=C(C=C1)OCCOC)C#N)S (2-amino-4-[4-(2-methoxyethoxy)phenyl]-6-sulphanylpyridine-3,5-dicarbonitrile), ClCC=1N=C(SC1)N1CCOCC1 (4-(4-(chloromethyl)-1,3-thiazol-2-yl]morpholine), C1CCC2=NCCCN2CC1 (DBU). Conditions: time 3 hour. Reaction SMILES: [NH2:1][C:2]1[C:7]([C:8]#[N:9])=[C:6]([C:10]2[CH:15]=[CH:14][C:13]([O:16][CH2:17][CH2:18][O:19][CH3:20])=[CH:12][CH:11]=2)[C:5]([C:21]#[N:22])=[C:4]([SH:23])[N:3]=1.Cl[CH2:25][C:26]1[N:27]=[C:28]([N:31]2[CH2:36][CH2:35][O:34][CH2:33][CH2:32]2)[S:29][CH:30]=1.C1CCN2C(=NCCC2)CC1>CN(C=O)C>[NH2:1][C:2]1[C:7]([C:8]#[N:9])=[C:6]([C:10]2[CH:11]=[CH:12][C:13]([O:16][CH2:17][CH2:18][O:19][CH3:20])=[CH:14][CH:15]=2)[C:5]([C:21]#[N:22])=[C:4]([S:23][CH2:25][C:26]2[N:27]=[C:28]([N:31]3[CH2:36][CH2:35][O:34][CH2:33][CH2:32]3)[S:29][CH:30]=2)[N:3]=1. Solvent: CN(C)C=O (DMF). The reactants are ClCCl, O=S(=O)(Cl)c1ccccc1F, CC1(C)CC(c2cccc(N)c2)Nc2ccc(C#N)cc21, c1ccncc1. Product: CC1(C)CC(c2cccc(NS(=O)(=O)c3ccccc3F)c2)Nc2ccc(C#N)cc21. RXN SMILES: [Cl:39][CH2:40][Cl:41].[F:1][c:2]1[c:3]([S:8](=[O:9])(=[O:10])[Cl:11])[cH:4][cH:5][cH:6][cH:7]1.[NH2:12][c:13]1[cH:14][c:15]([CH:19]2[NH:20][c:21]3[cH:22][cH:23][c:24]([C:31]#[N:32])[cH:25][c:26]3[C:27]([CH3:29])([CH3:30])[CH2:28]2)[cH:16][cH:17][cH:18]1.[cH:33]1[cH:34][cH:35][n:36][cH:37][cH:38]1>>[F:1][c:2]1[c:3]([S:8](=[O:9])(=[O:10])[NH:12][c:13]2[cH:14][c:15]([CH:19]3[NH:20][c:21]4[cH:22][cH:23][c:24]([C:31]#[N:32])[cH:25][c:26]4[C:27]([CH3:29])([CH3:30])[CH2:28]3)[cH:16][cH:17][cH:18]2)[cH:4][cH:5][cH:6][cH:7]1.